The task is: describe an organic reaction: reactants, conditions, products, and yield. This data is from the Open Reaction Database (ORD), a public repository of structured organic reaction records. Reactants: O=C(Oc1ccc(CBr)cc1Br)c1ccccc1, N#Cc1ccc(Nn2cnnc2)cc1, CCOC(C)=O, [H-], [Na+], CN(C)C=O. Product: N#Cc1ccc(N(Cc2ccc(OC(=O)c3ccccc3)c(Br)c2)n2cnnc2)cc1. As a reaction SMILES: [Br:17][c:18]1[cH:19][c:20]([CH2:21][Br:22])[cH:23][cH:24][c:25]1[O:26][C:27]([c:28]1[cH:29][cH:30][cH:31][cH:32][cH:33]1)=[O:34].[C:3](#[N:4])[c:5]1[cH:6][cH:7][c:8]([NH:11][n:12]2[cH:13][n:14][n:15][cH:16]2)[cH:9][cH:10]1.[CH3:40][CH2:41][O:42][C:43]([CH3:44])=[O:45].[H-:2].[Na+:1].[O:35]=[CH:36][N:37]([CH3:38])[CH3:39]>>[C:3](#[N:4])[c:5]1[cH:6][cH:7][c:8]([N:11]([n:12]2[cH:13][n:14][n:15][cH:16]2)[CH2:21][c:20]2[cH:19][c:18]([Br:17])[c:25]([O:26][C:27]([c:28]3[cH:29][cH:30][cH:31][cH:32][cH:33]3)=[O:34])[cH:24][cH:23]2)[cH:9][cH:10]1. Reactants: BrCC(=CCOCC(C)C)C (1-bromo-4-isobutoxy-2-methyl-2-butene), C1OC=2C=C(C=CC2O1)O (3,4-methylendioxy-phenol), [OH-].[K+] (potassium hydroxide), COCCOC (1,2-dimethoxyethane). Conditions: time 24 hour. Product: C(C)(C)OCC=C(COC1=CC2=C(OCO2)C=C1)C (5-(4-isopropoxy-2-methyl-2-butenyloxy)-1,3-benzodioxol). RXN SMILES: Br[CH2:2][C:3]([CH3:11])=[CH:4][CH2:5][O:6][CH2:7][CH:8](C)C.[CH2:12]1[O:20][C:19]2[CH:18]=[CH:17][C:16]([OH:21])=[CH:15][C:14]=2[O:13]1.[OH-].[K+].[CH3:24]OCCOC>>[CH:7]([O:6][CH2:5][CH:4]=[C:3]([CH3:2])[CH2:11][O:21][C:16]1[CH:17]=[CH:18][C:19]2[O:20][CH2:12][O:13][C:14]=2[CH:15]=1)([CH3:8])[CH3:24] |f:2.3|. Procedure: 2.21 g (0.01 mol) of 1-bromo-4-isobutoxy-2-methyl-2-butene are added at 0° during the course of 5 minutes to 1.38 g (0.01 mol) of 3,4-methylendioxy-phenol and 0.56 g (0.01 mol) of potassium hydroxide in 40 cc of 1,2-dimethoxyethane. After stirring the reaction mixture at room temperature for 24 hours it is filtered and the solvent is distilled off at reduced pressure. The residue is dissolved in ether, washed with saturated salt solution, dried with sodium sulphate and evaporated. The residue is... Reactants: CCO, [Cl-], O=[N+]([O-])c1ccc(Oc2cc(Cl)ncn2)cc1F, [Fe], [NH4+], O. The product is Nc1ccc(Oc2cc(Cl)ncn2)cc1F. Reaction SMILES: [CH3:22][CH2:23][OH:24].[Cl-:20].[Cl:1][c:2]1[n:3][cH:4][n:5][c:6]([O:8][c:9]2[cH:10][c:11]([F:18])[c:12]([N+:15]([O-:16])=[O:17])[cH:13][cH:14]2)[cH:7]1.[Fe:25].[NH4+:21].[OH2:19]>>[Cl:1][c:2]1[n:3][cH:4][n:5][c:6]([O:8][c:9]2[cH:10][c:11]([F:18])[c:12]([NH2:15])[cH:13][cH:14]2)[cH:7]1.